describe an organic reaction: reactants, conditions, products, and yield From a dataset of the Open Reaction Database (ORD), a public repository of structured organic reaction records. Starting materials: OCC1=CC=C(C=C1)B(O)O ([4-(hydroxymethyl)phenyl]boronic acid), BrC1=CC=C(C=C1)OCC1CCN(CC1)C(=O)OC(C)C (1-methylethyl 4-{[(4-bromophenyl)oxy]methyl}-1-piperidinecarboxylate). The product is OCC1=CC=C(C=C1)C1=CC=C(C=C1)OCC1CCN(CC1)C(=O)OC(C)C (1-Methylethyl 4-({[4′-(hydroxymethyl)-4-biphenylyl]oxy}methyl)-1-piperidinecarboxylate). Isolated yield 4.2%. As a reaction SMILES: [OH:1][CH2:2][C:3]1[CH:8]=[CH:7][C:6](B(O)O)=[CH:5][CH:4]=1.Br[C:13]1[CH:18]=[CH:17][C:16]([O:19][CH2:20][CH:21]2[CH2:26][CH2:25][N:24]([C:27]([O:29][CH:30]([CH3:32])[CH3:31])=[O:28])[CH2:23][CH2:22]2)=[CH:15][CH:14]=1>>[OH:1][CH2:2][C:3]1[CH:8]=[CH:7][C:6]([C:13]2[CH:14]=[CH:15][C:16]([O:19][CH2:20][CH:21]3[CH2:22][CH2:23][N:24]([C:27]([O:29][CH:30]([CH3:32])[CH3:31])=[O:28])[CH2:25][CH2:26]3)=[CH:17][CH:18]=2)=[CH:5][CH:4]=1. Reported procedure: The title compound (1.6 mg, 4%) was prepared from [4-(hydroxymethyl)phenyl]boronic acid (15.2 mg, 0.1 mmol) and 1-methylethyl 4-{[(4-bromophenyl)oxy]methyl}-1-piperidinecarboxylate (Example 9, Step 2, 36 mg, 0.10 mmol) in a manner similar to Example 9, Step 3. LRMS (ESI), m/z 406 (M+Na).